This data is from the Open Reaction Database (ORD), a public repository of structured organic reaction records. The task is: describe an organic reaction: reactants, conditions, products, and yield Starting materials: CSc1ccc(O)cc1, CC1(C)COc2ccc(CO)cc2OC1. Yields the product CSc1ccc(OCc2ccc3c(c2)OCC(C)(C)CO3)cc1. Reaction SMILES: [CH3:16][S:17][c:18]1[cH:19][cH:20][c:21]([OH:24])[cH:22][cH:23]1.[CH3:1][C:2]1([CH3:15])[CH2:3][O:4][c:5]2[c:6]([cH:9][cH:10][c:11]([CH2:13][OH:14])[cH:12]2)[O:7][CH2:8]1>>[CH3:1][C:2]1([CH3:15])[CH2:3][O:4][c:5]2[c:6]([cH:9][cH:10][c:11]([CH2:13][O:14][c:21]3[cH:20][cH:19][c:18]([S:17][CH3:16])[cH:23][cH:22]3)[cH:12]2)[O:7][CH2:8]1.